From a dataset of the Open Reaction Database (ORD), a public repository of structured organic reaction records. describe an organic reaction: reactants, conditions, products, and yield Reactants: [Cl-].[NH4+] (ammonium chloride), C1(=CC=CC=C1)C1=CC=2N=CN=C(C2S1)NC=1C=C2C(=CNC2=CC1)C=O (5-(6-phenyl-thieno[3,2-d]pyrimidin-4-ylamino)-1H-indole-3-carbaldehyde), Cl (HCl), ice, C(#N)[BH3-].[Na+] (sodium cyanoborohydride). Reagents/catalysts: [I-].[Zn+2].[I-] (zinc iodide). Run in C(Cl)Cl (methylene chloride). The product is CC1=CNC2=CC=C(C=C12)NC=1C2=C(N=CN1)C=C(S2)C2=CC=CC=C2 ((3-Methyl-1H-indol-5-yl)-(6-phenyl-thieno[3,2-d]pyrimidin-4-yl)-amine). Yield: 30.4%. Reaction SMILES: [C:1]1([C:7]2[S:15][C:14]3[C:13]([NH:16][C:17]4[CH:18]=[C:19]5[C:23](=[CH:24][CH:25]=4)[NH:22][CH:21]=[C:20]5[CH:26]=O)=[N:12][CH:11]=[N:10][C:9]=3[CH:8]=2)[CH:6]=[CH:5][CH:4]=[CH:3][CH:2]=1.C([BH3-])#N.[Na+].[Cl-].[NH4+].Cl>C(Cl)Cl.[I-].[Zn+2].[I-]>[CH3:26][C:20]1[C:19]2[C:23](=[CH:24][CH:25]=[C:17]([NH:16][C:13]3[C:14]4[S:15][C:7]([C:1]5[CH:2]=[CH:3][CH:4]=[CH:5][CH:6]=5)=[CH:8][C:9]=4[N:10]=[CH:11][N:12]=3)[CH:18]=2)[NH:22][CH:21]=1 |f:1.2,3.4,7.8.9|. Procedure details: To a suspension of 5-(6-phenyl-thieno[3,2-d]pyrimidin-4-ylamino)-1H-indole-3-carbaldehyde (75 mg, 0.203 mmol) in 5 mL of methylene chloride was added zinc iodide (97 mg, 0.303) and sodium cyanoborohydride (97 mg, 1.522 mmol). The reaction mixture was refluxed for 24 hours and then cooled to ambient temperature and poured into an ice-cooled mixture of saturated ammonium chloride. The solution was then neutralized with 6N HCl and extracted with ethyl acetate (3×, 50 mL). The organic extracts were ...